This data is from the Open Reaction Database (ORD), a public repository of structured organic reaction records. The task is: describe an organic reaction: reactants, conditions, products, and yield Reactants: ClCCl, Cl, CC(C)(C)OC(=O)N1CCC2CN(c3cccc4cc(S(=O)(=O)c5ccccc5)cnc34)CC21. Product: Cl, O=S(=O)(c1ccccc1)c1cnc2c(N3CC4CCNC4C3)cccc2c1. RXN SMILES: [Cl:36][CH2:37][Cl:38].[ClH:35].[c:1]1([S:7](=[O:8])(=[O:9])[c:10]2[cH:11][n:12][c:13]3[c:14]([N:20]4[CH2:21][CH:22]5[CH:23]([CH2:24]4)[CH2:25][CH2:26][N:27]5[C:28]([O:29][C:30]([CH3:31])([CH3:32])[CH3:33])=[O:34])[cH:15][cH:16][cH:17][c:18]3[cH:19]2)[cH:2][cH:3][cH:4][cH:5][cH:6]1>>[ClH:35].[c:1]1([S:7](=[O:8])(=[O:9])[c:10]2[cH:11][n:12][c:13]3[c:14]([N:20]4[CH2:21][CH:22]5[CH:23]([CH2:24]4)[CH2:25][CH2:26][NH:27]5)[cH:15][cH:16][cH:17][c:18]3[cH:19]2)[cH:2][cH:3][cH:4][cH:5][cH:6]1. Starting materials: [Br-], CCCC[N+](CCCC)(CCCC)CCCC, Cc1ccccc1, Sc1ccccc1Cl, O=Cc1cc([N+](=O)[O-])ccc1F, [Na+], [OH-]. The product is O=Cc1cc([N+](=O)[O-])ccc1Sc1ccccc1Cl. Reaction SMILES: [Br-:23].[CH3:24][CH2:25][CH2:26][CH2:27][N+:28]([CH2:29][CH2:30][CH2:31][CH3:32])([CH2:33][CH2:34][CH2:35][CH3:36])[CH2:37][CH2:38][CH2:39][CH3:40].[CH3:41][c:42]1[cH:43][cH:44][cH:45][cH:46][cH:47]1.[Cl:3][c:4]1[c:5]([SH:10])[cH:6][cH:7][cH:8][cH:9]1.[F:11][c:12]1[c:13]([CH:14]=[O:15])[cH:16][c:17]([N+:20](=[O:21])[O-:22])[cH:18][cH:19]1.[Na+:2].[OH-:1]>>[Cl:3][c:4]1[c:5]([S:10][c:12]2[c:13]([CH:14]=[O:15])[cH:16][c:17]([N+:20](=[O:21])[O-:22])[cH:18][cH:19]2)[cH:6][cH:7][cH:8][cH:9]1. Starting materials: N(N)C1=C(C(=NN1C)C)[N+](=O)[O-] (5-hydrazino-1,3-dimethyl-4-nitro-1H-pyrazole), C(C)O (ethanol), C(C)OC(C(C(=O)C(=O)O)=COCC)=O (ethoxymethylene oxalacetic acid ethyl ester), C(C)O (ethanol). Product: CN1N=C(C(=C1N1N=CC(=C1C(=O)OCC)C(=O)OCC)[N+](=O)[O-])C (1-(1,3-dimethyl-4-nitro-1H-pyrazol-5-yl)-1H-pyrazole-4,5-dicarboxylic acid, diethyl ester). Reaction SMILES: [NH:1]([C:3]1[N:7]([CH3:8])[N:6]=[C:5]([CH3:9])[C:4]=1[N+:10]([O-:12])=[O:11])[NH2:2].[CH2:13]([O:15][C:16](=[O:27])[C:17](=[CH:23]OCC)[C:18]([C:20]([OH:22])=[O:21])=O)[CH3:14].[CH2:28](O)[CH3:29]>>[CH3:8][N:7]1[C:3]([N:1]2[C:18]([C:20]([O:22][CH2:28][CH3:29])=[O:21])=[C:17]([C:16]([O:15][CH2:13][CH3:14])=[O:27])[CH:23]=[N:2]2)=[C:4]([N+:10]([O-:12])=[O:11])[C:5]([CH3:9])=[N:6]1. Reported procedure: 120 gms. of 5-hydrazino-1,3-dimethyl-4-nitro-1H-pyrazole are dissolved in 500 ml. of absolute ethanol and 173 gms. of ethoxymethylene oxalacetic acid ethyl ester dissolved in 300 ml. of ethanol are slowly added dropwise. After refluxing for 10 hours and distilling off the solvent, the product, 1-(1,3-dimethyl-4-nitro-1H-pyrazol-5-yl)-1H-pyrazole-4,5-dicarboxylic acid, diethyl ester, is obtained as a brown oil, which crystallizes on trituration with cold ether, yield 143 gms. after recrystallizat... Reactants: NC1=CC=C(C(=O)N2CC=3N(CC4=C2C=CC=C4)C=CC3)C=C1 (10,11-dihydro-10-(4-aminobenzoyl)-5H-pyrrolo[2,1-c][1,4]benzodiazepine), C(C)(C)N(C(C)C)CC (N,N-diisopropylethylamine), CC1=NC=CC=C1C(=O)Cl (2-methylpyridine-3-carbonyl chloride). Solvent: C(Cl)Cl (methylene chloride), C(Cl)Cl (methylene chloride). Conditions: time 2 hour. Yields the product C=1C=CN2C1CN(C1=C(C2)C=CC=C1)C(=O)C1=CC=C(C=C1)NC(=O)C=1C(=NC=CC1)C (N-[4-(5H-Pyrrolo[2,1-c][1,4]benzodiazepin-10(11H)-ylcarbonyl)phenyl]-2-methylpyridine-3-carboxamide). The yield is 57.4%. Reaction SMILES: [NH2:1][C:2]1[CH:23]=[CH:22][C:5]([C:6]([N:8]2[C:14]3[CH:15]=[CH:16][CH:17]=[CH:18][C:13]=3[CH2:12][N:11]3[CH:19]=[CH:20][CH:21]=[C:10]3[CH2:9]2)=[O:7])=[CH:4][CH:3]=1.C(N(CC)C(C)C)(C)C.[CH3:33][C:34]1[C:39]([C:40](Cl)=[O:41])=[CH:38][CH:37]=[CH:36][N:35]=1>C(Cl)Cl>[CH:21]1[CH:20]=[CH:19][N:11]2[CH2:12][C:13]3[CH:18]=[CH:17][CH:16]=[CH:15][C:14]=3[N:8]([C:6]([C:5]3[CH:22]=[CH:23][C:2]([NH:1][C:40]([C:39]4[C:34]([CH3:33])=[N:35][CH:36]=[CH:37][CH:38]=4)=[O:41])=[CH:3][CH:4]=3)=[O:7])[CH2:9][C:10]=12. Procedure: To a stirred solution of 1.0 g of 10,11-dihydro-10-(4-aminobenzoyl)-5H-pyrrolo[2,1-c][1,4]benzodiazepine and 3 ml of N,N-diisopropylethylamine in 100 ml of methylene chloride is slowly added 600 mg of 2-methylpyridine-3-carbonyl chloride dissolved in 15 ml of methylene chloride. The reaction mixture is stirred at room temperature for 2 hours. The reaction mixture is quenched with water and the organic layer washed well with water. The organic layer is dried(MgSO4), filtered and evaporated in vac... Starting materials: BrC1=C(N(C2=CC=CC=C12)CC1=CC=C(C=C1)OC)C(=O)OCC (Ethyl 3-bromo-1-(4-methoxybenzyl)indole-2-carboxylate), BrC1=C(NC2=CC=CC=C12)C(=O)OCC (ethyl 3-bromoindole-2-carboxylate), COC1=CC=C(CCl)C=C1 (4-methoxybenzyl chloride), [H-].[Na+] (NaH). Run in CN(C)P(=O)(N(C)C)N(C)C (HMPA), CN(C)P(=O)(N(C)C)N(C)C (HMPA). The product is C1OC=2C=C(C=CC2O1)C1=C(N(C2=CC=CC=C12)CC1=CC=C(C=C1)OC)C(=O)O (3-(3,4-Methylenedioxyphenyl)-1-(4-methoxybenzyl)indole-2-carboxylic acid). The yield is 88.0%. As a reaction SMILES: BrC1[C:10]2[C:5](=[CH:6][CH:7]=[CH:8][CH:9]=2)[N:4]([CH2:11][C:12]2[CH:17]=[CH:16][C:15]([O:18][CH3:19])=[CH:14][CH:13]=2)[C:3]=1[C:20]([O:22]CC)=[O:21].BrC1C2C(=CC=CC=2)NC=1C(OCC)=[O:36].[CH3:40][O:41][C:42]1[CH:49]=[CH:48][C:45]([CH2:46]Cl)=[CH:44][CH:43]=1.[H-].[Na+]>CN(P(N(C)C)(N(C)C)=O)C>[CH2:40]1[O:41][C:42]2[CH:49]=[CH:48][C:45]([C:46]3[C:10]4[C:5](=[CH:6][CH:7]=[CH:8][CH:9]=4)[N:4]([CH2:11][C:12]4[CH:17]=[CH:16][C:15]([O:18][CH3:19])=[CH:14][CH:13]=4)[C:3]=3[C:20]([OH:22])=[O:21])=[CH:44][C:43]=2[O:36]1 |f:3.4|. Reported procedure: Ethyl 3-bromo-1-(4-methoxybenzyl)indole-2-carboxylate. To a solution of ethyl 3-bromoindole-2-carboxylate (2.0 g, 7.46 mmol) and 4-methoxybenzyl chloride (7.46 mmol) in HMPA (5 mL) was added a slurry of NaH (240 mg of 80% oil dispersion, oil removed by pentane washing, 8.0 mmol) in HMPA (1 mL). After 30 min at room temperature the reaction mixture was partitioned between 3N HCl (100 mL) and EtOAc (150 mL). The organic extract was washed successively with H2O, aqueous NaHCO3, H2O, saturated aqueo... The product is N#Cc1cc(-c2cccnc2)cc(-c2nc(-c3ccccn3)no2)c1. As a reaction SMILES: [CH2:21]([OH:22])[CH2:23][CH2:24][OH:25].[CH3:135][CH2:136][O:137][C:138](=[O:139])[CH3:140].[CH3:35][O:36][CH2:37][CH2:38][O:39][CH3:40].[CH3:47][CH2:48][CH2:49][CH2:50][CH2:51][CH3:52].[CH3:53][CH2:54][O:55][CH2:56][CH3:57].[Na+:41].[Na+:42].[O-:43][C:44](=[O:45])[O-:46].[cH:58]1[cH:59][cH:60][c:61]([P:62]([Pd:63]([P:64]([c:65]2[cH:66][cH:67][cH:68][cH:69][cH:70]2)([c:71]2[cH:72][cH:73][cH:74][cH:75][cH:76]2)[c:77]2[cH:78][cH:79][cH:80][cH:81][cH:82]2)([P:83]([c:84]2[cH:85][cH:86][cH:87][cH:88][cH:89]2)([c:90]2[cH:91][cH:92][cH:93][cH:94][cH:95]2)[c:96]2[cH:97][cH:98][cH:99][cH:100][cH:101]2)[P:102]([c:103]2[cH:104][cH:105][cH:106][cH:107][cH:108]2)([c:109]2[cH:110][cH:111][cH:112][cH:113][cH:114]2)[c:115]2[cH:116][cH:117][cH:118][cH:119][cH:120]2)([c:121]2[cH:122][cH:123][cH:124][cH:125][cH:126]2)[c:127]2[cH:128][cH:129][cH:130][cH:131][cH:132]2)[cH:133][cH:134]1.[n:1]1[c:2](-[c:7]2[n:8][o:9][c:10](-[c:12]3[cH:13][c:14]([Br:20])[cH:15][c:16]([C:18]#[N:19])[cH:17]3)[n:11]2)[cH:3][cH:4][cH:5][cH:6]1.[n:26]1[cH:27][c:28]([B:32]([OH:33])[OH:34])[cH:29][cH:30][cH:31]1>>[n:1]1[c:2](-[c:7]2[n:8][o:9][c:10](-[c:12]3[cH:13][c:14](-[c:28]4[cH:27][n:26][cH:31][cH:30][cH:29]4)[cH:15][c:16]([C:18]#[N:19])[cH:17]3)[n:11]2)[cH:3][cH:4][cH:5][cH:6]1. The reactants are OCCCO, CCOC(C)=O, COCCOC, CCCCCC, CCOCC, [Na+], [Na+], O=C([O-])[O-], c1ccc(P(c2ccccc2)(c2ccccc2)[Pd](P(c2ccccc2)(c2ccccc2)c2ccccc2)(P(c2ccccc2)(c2ccccc2)c2ccccc2)P(c2ccccc2)(c2ccccc2)c2ccccc2)cc1, N#Cc1cc(Br)cc(-c2nc(-c3ccccn3)no2)c1, OB(O)c1cccnc1. Starting materials: C1(CC1)C=1C=CC(=NC1OCCOC)C(=O)O (5-cyclopropyl-6-(2-methoxyethoxy)-pyridine-2-carboxylic acid), CC(N)(C1=NOC(=N1)C)C (α,α,5-trimethyl-1,2,4-oxadiazole-3-methanamine). The product is CC(C)(C1=NOC(=N1)C)NC(=O)C1=NC(=C(C=C1)C1CC1)OCCOC (5-Cyclopropyl-6-(2-methoxy-ethoxy)-pyridine-2-carboxylic acid [1-methyl-1-(5-methyl-[1,2,4]oxadiazol-3-yl)-ethyl]-amide). As a reaction SMILES: [CH:1]1([C:4]2[CH:5]=[CH:6][C:7]([C:15]([OH:17])=O)=[N:8][C:9]=2[O:10][CH2:11][CH2:12][O:13][CH3:14])[CH2:3][CH2:2]1.[CH3:18][C:19]([CH3:27])([C:21]1[N:25]=[C:24]([CH3:26])[O:23][N:22]=1)[NH2:20]>>[CH3:18][C:19]([NH:20][C:15]([C:7]1[CH:6]=[CH:5][C:4]([CH:1]2[CH2:2][CH2:3]2)=[C:9]([O:10][CH2:11][CH2:12][O:13][CH3:14])[N:8]=1)=[O:17])([C:21]1[N:25]=[C:24]([CH3:26])[O:23][N:22]=1)[CH3:27]. Procedure details: The title compound was synthesized in analogy to Example 1, using 5-cyclopropyl-6-(2-methoxyethoxy)-pyridine-2-carboxylic acid (Example 142 d) and α,α,5-trimethyl-1,2,4-oxadiazole-3-methanamine (CAN 1153831-97-0) as starting materials, MS (EI): m/e=361.1 [M+H]+. Starting materials: C, CCOC(=O)C=Cc1cccc(C)n1, CO, [H][H], [Pd]. Product: CCOC(=O)CCc1cccc(C)n1. Reaction SMILES: [C:19].[CH2:1]([CH3:2])[O:3][C:4]([CH:5]=[CH:6][c:7]1[n:8][c:9]([CH3:13])[cH:10][cH:11][cH:12]1)=[O:14].[CH3:17][OH:18].[H:15][H:16].[Pd:20]>>[CH2:1]([CH3:2])[O:3][C:4]([CH2:5][CH2:6][c:7]1[n:8][c:9]([CH3:13])[cH:10][cH:11][cH:12]1)=[O:14]. Reactants: CCCCOC(C)Oc1ccc(OB([O-])[O-])cc1, COC(=O)C1=Cc2cc(Br)ccc2NCC1, O=C([O-])[O-], CCO, Cc1ccccc1, [K+], [K+], O. The product is CCCCOC(C)Oc1ccc(-c2ccc3c(c2)C=C(C(=O)OC)CCN3)cc1. As a reaction SMILES: [B:20]([O-:21])([O-:36])[O:37][c:22]1[cH:23][cH:24][c:25]([O:28][CH:29]([CH3:30])[O:31][CH2:32][CH2:33][CH2:34][CH3:35])[cH:26][cH:27]1.[Br:4][c:5]1[cH:6][cH:7][c:8]2[c:9]([cH:19]1)[CH:10]=[C:11]([C:15](=[O:16])[O:17][CH3:18])[CH2:12][CH2:13][NH:14]2.[C:38](=[O:39])([O-:40])[O-:41].[CH3:1][CH2:2][OH:3].[CH3:44][c:45]1[cH:46][cH:47][cH:48][cH:49][cH:50]1.[K+:42].[K+:43].[OH2:51]>>[c:5]1(-[c:22]2[cH:23][cH:24][c:25]([O:28][CH:29]([CH3:30])[O:31][CH2:32][CH2:33][CH2:34][CH3:35])[cH:26][cH:27]2)[cH:6][cH:7][c:8]2[c:9]([cH:19]1)[CH:10]=[C:11]([C:15](=[O:16])[O:17][CH3:18])[CH2:12][CH2:13][NH:14]2.